The task is: describe an organic reaction: reactants, conditions, products, and yield. This data is from the Open Reaction Database (ORD), a public repository of structured organic reaction records. Reactants: CC1=C(C=C(CBr)C=C1)Br (4-methyl-3-bromobenzylbromide), CC(C)(C)OC(=O)NC(=O)OC(C)(C)C (di-tert-butyliminodicarboxylate), [H-].[Na+] (sodium hydride). Solvent: O1CCCC1 (tetrahydrofuran). Conditions: time 18 hour. The product is C(C)(C)(C)OC(=O)N(C(=O)OC(C)(C)C)CC1=CC(=C(C=C1)C)Br (4-[N,N-bis-(tert-butoxycarbonyl)aminomethyl]-2-bromo-toluene). Reaction SMILES: [CH3:1][C:2]1[CH:9]=[CH:8][C:5]([CH2:6]Br)=[CH:4][C:3]=1[Br:10].[CH3:11][C:12]([O:15][C:16]([NH:18][C:19]([O:21][C:22]([CH3:25])([CH3:24])[CH3:23])=[O:20])=[O:17])([CH3:14])[CH3:13].[H-].[Na+]>O1CCCC1>[C:22]([O:21][C:19]([N:18]([CH2:6][C:5]1[CH:8]=[CH:9][C:2]([CH3:1])=[C:3]([Br:10])[CH:4]=1)[C:16]([O:15][C:12]([CH3:14])([CH3:13])[CH3:11])=[O:17])=[O:20])([CH3:25])([CH3:24])[CH3:23] |f:2.3|. Procedure: A solution of 4-methyl-3-bromobenzylbromide (1.63 g, 6.2 mmol, prepared according to the procedure described in International Patent Application No. WO 0009475) and di-tert-butyliminodicarboxylate (1.48 g, 6.8 mmol) in anhydrous tetrahydrofuran (15 ml) was treated portionwise with sodium hydride (0.27 g of 60% dispersion in mineral oil, 6.8 mmol). The mixture was stirred at ambient temperature for 18 hours then partitioned between saturated aqueous ammonium chloride solution (20 ml) and ethyl ac...